Task: describe an organic reaction: reactants, conditions, products, and yield. Dataset: the Open Reaction Database (ORD), a public repository of structured organic reaction records Reactants: O=C([O-])[O-], CI, CN(C)C=O, [K+], [K+], O=[N+]([O-])c1ccc(Nc2ccc(O)cc2)c([N+](=O)[O-])c1. Yields the product COc1ccc(Nc2ccc([N+](=O)[O-])cc2[N+](=O)[O-])cc1. RXN SMILES: [C:21](=[O:22])([O-:23])[O-:24].[CH3:27][I:28].[CH3:29][N:30]([CH3:31])[CH:32]=[O:33].[K+:25].[K+:26].[N+:1](=[O:2])([O-:3])[c:4]1[c:5]([NH:6][c:7]2[cH:8][cH:9][c:10]([OH:13])[cH:11][cH:12]2)[cH:14][cH:15][c:16]([N+:18](=[O:19])[O-:20])[cH:17]1>>[N+:1](=[O:2])([O-:3])[c:4]1[c:5]([NH:6][c:7]2[cH:8][cH:9][c:10]([O:13][CH3:21])[cH:11][cH:12]2)[cH:14][cH:15][c:16]([N+:18](=[O:19])[O-:20])[cH:17]1. Reactants: [OH-].[Li+] (lithium hydroxide), COC(COCCCCN1[C@H](CCC1=O)\C=C\[C@H](CCCCC)O)=O ({4-[(R)-2-((E)-(S)-3-hydroxy-oct-1-enyl)-5-oxo-pyrrolidin-1-yl]-butoxy}-acetic acid methyl ester), Cl (hydrochloric acid). Run in O (water), O (water), CO (methanol), C1CCOC1 (THF). Reaction conditions: temperature 45 celsius, time 8 hour. The product is O[C@H](/C=C/[C@@H]1N(C(CC1)=O)CCCCOCC(=O)O)CCCCC ({4-[(R)-2-((E)-(S)-3-hydroxy-oct-1-enyl)-5-oxo-pyrrolidin-1-yl]-butoxy}-acetic acid). Isolated yield 20.5%. Reaction SMILES: C[O:2][C:3](=[O:25])[CH2:4][O:5][CH2:6][CH2:7][CH2:8][CH2:9][N:10]1[C:14](=[O:15])[CH2:13][CH2:12][C@@H:11]1/[CH:16]=[CH:17]/[C@@H:18]([OH:24])[CH2:19][CH2:20][CH2:21][CH2:22][CH3:23].[OH-].[Li+].Cl>CO.C1COCC1.O>[OH:24][C@@H:18]([CH2:19][CH2:20][CH2:21][CH2:22][CH3:23])/[CH:17]=[CH:16]/[C@H:11]1[CH2:12][CH2:13][C:14](=[O:15])[N:10]1[CH2:9][CH2:8][CH2:7][CH2:6][O:5][CH2:4][C:3]([OH:25])=[O:2] |f:1.2|. Procedure: To a solution of {4-[(R)-2-((E)-(S)-3-hydroxy-oct-1-enyl)-5-oxo-pyrrolidin-1-yl]-butoxy}-acetic acid methyl ester (0.14 g, 0.4 mmol) in a mixture of 2 mL of methanol and 2 mL THF at room temperature under a nitrogen atmosphere was added an aqueous solution of lithium hydroxide (0.066 g, 1.6 mmol) in 1 mL of water. The reaction was stirred at 45° C. overnight, cooled to room temperature and treated with aqueous hydrochloric acid (1 M) until acidic. The residue was diluted with water (10 mL) and e... The reactants are ClCCl, C(=NC1CCCCC1)=NC1CCCCC1, O=C(O)CCCN1CCN(c2ccc(F)cc2)CC1, NC1c2ccccc2CSc2ccccc21. The product is O=C(CCCN1CCN(c2ccc(F)cc2)CC1)NC1c2ccccc2CSc2ccccc21. Reaction SMILES: [CH2:51]([Cl:52])[Cl:53].[CH:36]1([N:37]=[C:38]=[N:39][CH:40]2[CH2:41][CH2:42][CH2:43][CH2:44][CH2:45]2)[CH2:46][CH2:47][CH2:48][CH2:49][CH2:50]1.[F:17][c:18]1[cH:19][cH:20][c:21]([N:24]2[CH2:25][CH2:26][N:27]([CH2:30][CH2:31][CH2:32][C:33](=[O:34])[OH:35])[CH2:28][CH2:29]2)[cH:22][cH:23]1.[NH2:1][CH:2]1[c:3]2[c:4]([cH:13][cH:14][cH:15][cH:16]2)[S:5][CH2:6][c:7]2[c:8]1[cH:9][cH:10][cH:11][cH:12]2>>[NH:1]([CH:2]1[c:3]2[c:4]([cH:13][cH:14][cH:15][cH:16]2)[S:5][CH2:6][c:7]2[c:8]1[cH:9][cH:10][cH:11][cH:12]2)[C:33]([CH2:32][CH2:31][CH2:30][N:27]1[CH2:26][CH2:25][N:24]([c:21]2[cH:20][cH:19][c:18]([F:17])[cH:23][cH:22]2)[CH2:29][CH2:28]1)=[O:34]. The reactants are COCOC1=C(C=C(/C=C/C=2C=C(C(=O)OCC)C=CC2)C=C1C)C ((E)-ethyl 3-[4-(methoxymethoxy)-3,5-dimethylstyryl]benzoate), [OH-].[Na+] (NaOH), C(CC(O)(C(=O)O)CC(=O)O)(=O)O (citric acid). Product: COCOC1=C(C=C(/C=C/C=2C=C(C(=O)O)C=CC2)C=C1C)C ((E)-3-[4-(methoxymethoxy)-3,5-dimethylstyryl]benzoic acid). As a reaction SMILES: [CH3:1][O:2][CH2:3][O:4][C:5]1[C:23]([CH3:24])=[CH:22][C:8](/[CH:9]=[CH:10]/[C:11]2[CH:12]=[C:13]([CH:19]=[CH:20][CH:21]=2)[C:14]([O:16]CC)=[O:15])=[CH:7][C:6]=1[CH3:25].[OH-].[Na+].C(O)(=O)CC(CC(O)=O)(C(O)=O)O>C1COCC1.CCO.CCOC(C)=O>[CH3:1][O:2][CH2:3][O:4][C:5]1[C:6]([CH3:25])=[CH:7][C:8](/[CH:9]=[CH:10]/[C:11]2[CH:12]=[C:13]([CH:19]=[CH:20][CH:21]=2)[C:14]([OH:16])=[O:15])=[CH:22][C:23]=1[CH3:24] |f:1.2|. Conditions: time 18 hour. Yield: 96.8%. Run in C1CCOC1 (THF), CCO (EtOH), CCOC(=O)C (EtOAc). Procedure: To a solution of (E)-ethyl 3-[4-(methoxymethoxy)-3,5-dimethylstyryl]benzoate (0.6 g, 1.762 mmol) in THF and EtOH ( 6/2 mL) was added 2N NaOH (1.762 mL, 3.524 mmol) at room temperature. The reaction mixture was stirred overnight (about 18 hours) at room temperature and diluted with EtOAc and acidified with 5% citric acid. The solution was washed with saturated brine and dried with Na2SO4. The solution was filtered and concentrated. (E)-3-[4-(methoxymethoxy)-3,5-dimethylstyryl]benzoic acid (0.533 ... Starting materials: C(C(C)C)C=1C(=[N+](C=CC1)[O-])C (3-Isobutyl-2-methyl-pyridine-1-oxide), C(=O)([O-])[O-].[K+].[K+] (K2CO3). Solvent: CC(=O)OC(=O)C (Ac2O), CO (MeOH). Run at temperature 100 celsius, time 16 hour. Yields the product C(C(C)C)C=1C(=NC=CC1)CO ((3-isobutyl-pyridin-2-yl)-methanol). Reaction SMILES: [CH2:1]([C:5]1[C:6]([CH3:12])=[N+:7]([O-])[CH:8]=[CH:9][CH:10]=1)[CH:2]([CH3:4])[CH3:3].C([O-])([O-])=[O:14].[K+].[K+]>CC(OC(C)=O)=O.CO>[CH2:1]([C:5]1[C:6]([CH2:12][OH:14])=[N:7][CH:8]=[CH:9][CH:10]=1)[CH:2]([CH3:4])[CH3:3] |f:1.2.3|. Procedure details: 3-Isobutyl-2-methyl-pyridine-1-oxide (821 mg, 4.97 mmol) was dissolved in Ac2O (10 mL) and stirred at 100° C. for 16 hours. The Ac2O was removed under reduced pressure and the resulting brown oil was quenched with saturated NaHCO3 (30 mL) and extracted with CH2Cl2 (6×50 mL). The combined organic extracts were dried (Na2SO4), filtered, and concentrated in vacuo to yield a brown oil. Purification was avoided at this step due to the identical Rf values of the two products formed. The brown oil was ... The reactants are C(C)(C)(C)OC(COC1=CC=C(C=C1)[C@H]1N(C([C@@H]1SCC(=O)C1=CC2=C(CCO2)C=C1)=O)C1=CC=C(C=C1)F)=O ({4-[(2R,3R)-3-[2-(2,3-Dihydro-benzofuran-6-yl)-2-oxo-ethylsulfanyl]1-(4-fluoro-phenyl)-4-oxo-azetidin-2-yl]-phenoxy}-acetic acid tert-butyl ester). The solvent is C(=O)O (formic acid). Run at time 1 hour. Yields the product O1CCC2=C1C=C(C=C2)C(CS[C@@H]2[C@H](N(C2=O)C2=CC=C(C=C2)F)C2=CC=C(OCC(=O)O)C=C2)=O ({4-[(2R,3R)-3-[2-(2,3-Dihydro-benzofuran-6-yl)-2-oxo-ethylsulfanyl]-1-(4-fluoro-phenyl)-4-oxo-azetidin-2-yl]-phenoxy}-acetic acid). RXN SMILES: C([O:5][C:6](=[O:40])[CH2:7][O:8][C:9]1[CH:14]=[CH:13][C:12]([C@@H:15]2[C@@H:18]([S:19][CH2:20][C:21]([C:23]3[CH:31]=[CH:30][C:26]4[CH2:27][CH2:28][O:29][C:25]=4[CH:24]=3)=[O:22])[C:17](=[O:32])[N:16]2[C:33]2[CH:38]=[CH:37][C:36]([F:39])=[CH:35][CH:34]=2)=[CH:11][CH:10]=1)(C)(C)C>C(O)=O>[O:29]1[C:25]2[CH:24]=[C:23]([C:21](=[O:22])[CH2:20][S:19][C@H:18]3[C:17](=[O:32])[N:16]([C:33]4[CH:34]=[CH:35][C:36]([F:39])=[CH:37][CH:38]=4)[C@@H:15]3[C:12]3[CH:13]=[CH:14][C:9]([O:8][CH2:7][C:6]([OH:40])=[O:5])=[CH:10][CH:11]=3)[CH:31]=[CH:30][C:26]=2[CH2:27][CH2:28]1. Procedure details: {4-[(2R,3R)-3-[2-(2,3-Dihydro-benzofuran-6-yl)-2-oxo-ethylsulfanyl]1-(4-fluoro-phenyl)-4-oxo-azetidin-2-yl]-phenoxy}-acetic acid tert-butyl ester (77 mg, 0.137 mmol) was dissolved in formic acid (3 mL) and the solution was stirred for 1 h at room temperature. The solvent was removed under reduced pressure and the residue was dissolved in DCM. The solution was washed with water and then concentrated under reduced pressure. The residue was freeze-dried from MeCN/water to give the title compound. The reactants are FC=1C=C(CN2N=CC(=C2)C2=CN(C3=NC=C(C=C32)C=3C=NC(=CC3)N3CCNCC3)S(=O)(=O)C3=CC=C(C)C=C3)C=CC1 (3-(1-(3-fluorobenzyl)-1H-pyrazol-4-yl)-5-(6-(piperazin-1-yl)pyridin-3-yl)-1-tosyl-1H-pyrrolo[2,3-b]pyridine), C([O-])([O-])=O.[K+].[K+] (potassium carbonate), FC=1C=C(CN2N=CC(=C2)C2=CNC3=NC=C(C=C32)C=3C=NC(=CC3)N3CCN(CC3)C)C=CC1 (3-(1-(3-fluorobenzyl)-1H-pyrazol-4-yl)-5-(6-(4-methylpiperazin-1-yl)pyridin-3-yl)-1H-pyrrolo[2,3-b]pyridine), BrCC#N (2-bromoacetonitrile). The solvent is CN(C)C=O (DMF). Yields the product FC=1C=C(CN2N=CC(=C2)C2=CN(C3=NC=C(C=C32)C=3C=CC(=NC3)N3CCN(CC3)CC#N)S(=O)(=O)C3=CC=C(C)C=C3)C=CC1 (2-(4-(5-(3-(1-(3-fluorobenzyl)-1H-pyrazol-4-yl)-1-tosyl-1H-pyrrolo[2,3-b]pyridin-5-yl)pyridin-2-yl)piperazin-1-yl)acetonitrile). The yield is 75.0%. As a reaction SMILES: [F:1][C:2]1[CH:3]=[C:4]([CH:42]=[CH:43][CH:44]=1)[CH2:5][N:6]1[CH:10]=[C:9]([C:11]2[C:19]3[C:14](=[N:15][CH:16]=[C:17]([C:20]4[CH:21]=[N:22][C:23]([N:26]5[CH2:31][CH2:30][NH:29][CH2:28][CH2:27]5)=[CH:24][CH:25]=4)[CH:18]=3)[N:13]([S:32]([C:35]3[CH:41]=[CH:40][C:38]([CH3:39])=[CH:37][CH:36]=3)(=[O:34])=[O:33])[CH:12]=2)[CH:8]=[N:7]1.FC1C=[C:48](C=CC=1)[CH2:49][N:50]1C=C(C2C3C(=NC=C(C4C=NC(N5CCN(C)CC5)=CC=4)C=3)NC=2)C=N1.BrCC#N.C(=O)([O-])[O-].[K+].[K+]>CN(C=O)C>[F:1][C:2]1[CH:3]=[C:4]([CH:42]=[CH:43][CH:44]=1)[CH2:5][N:6]1[CH:10]=[C:9]([C:11]2[C:19]3[C:14](=[N:15][CH:16]=[C:17]([C:20]4[CH:25]=[CH:24][C:23]([N:26]5[CH2:31][CH2:30][N:29]([CH2:48][C:49]#[N:50])[CH2:28][CH2:27]5)=[N:22][CH:21]=4)[CH:18]=3)[N:13]([S:32]([C:35]3[CH:41]=[CH:40][C:38]([CH3:39])=[CH:37][CH:36]=3)(=[O:34])=[O:33])[CH:12]=2)[CH:8]=[N:7]1 |f:3.4.5|. Reported procedure: Using similar reaction conditions as described in step-i of example-126, 3-(1-(3-fluorobenzyl)-1H-pyrazol-4-yl)-5-(6-(piperazin-1-yl)pyridin-3-yl)-1-tosyl-1H-pyrrolo[2,3-b]pyridine (step 1 compound of example 137) (75 mg, 0.123 mmol) was alkylated using 2-bromoacetonitrile (23 mg, 0.185 mmol) and potassium carbonate (43 mg, 0.308 mmol) in DMF (1 ml) to afford 60 mg (75.0% yield) of the titled compound. MS: m/z=647.1 (M+1).